Dataset: the Open Reaction Database (ORD), a public repository of structured organic reaction records. Task: describe an organic reaction: reactants, conditions, products, and yield The reactants are O=C([O-])[O-], ClC(Cl)Cl, O=C(Cl)c1ccc(Cl)cc1, [K+], [K+], COC(=O)c1ccc(OCCN)cc1. Yields the product COC(=O)c1ccc(OCCNC(=O)c2ccc(Cl)cc2)cc1. RXN SMILES: [C:15](=[O:16])([O-:17])[O-:18].[CH:31]([Cl:32])([Cl:33])[Cl:34].[Cl:21][c:22]1[cH:23][cH:24][c:25]([C:26](=[O:27])[Cl:28])[cH:29][cH:30]1.[K+:19].[K+:20].[NH2:1][CH2:2][CH2:3][O:4][c:5]1[cH:6][cH:7][c:8]([C:9](=[O:10])[O:11][CH3:12])[cH:13][cH:14]1>>[NH:1]([CH2:2][CH2:3][O:4][c:5]1[cH:6][cH:7][c:8]([C:9](=[O:10])[O:11][CH3:12])[cH:13][cH:14]1)[C:26]([c:25]1[cH:24][cH:23][c:22]([Cl:21])[cH:30][cH:29]1)=[O:27]. Reactants: NC1=NNC=C1 (3-aminopyrazole), [Na].OC=CC(=O)C1=CC(=CC=C1)C(F)(F)F (3-hydroxy-3'-(trifluoromethyl)acrylophenone sodium salt). Run in C(C)(=O)O (acetic acid). The product is FC(C1=CC(=CC=C1)C1=CC=NC=2N1N=CC2)(F)F (7-(α,α,α-Trifluoro-m-tolyl)pyrazolo[1,5-a]pyrimidine). As a reaction SMILES: [NH2:1][C:2]1[CH:6]=[CH:5][NH:4][N:3]=1.[Na].O[CH:9]=[CH:10][C:11]([C:13]1[CH:18]=[CH:17][CH:16]=[C:15]([C:19]([F:22])([F:21])[F:20])[CH:14]=1)=O>C(O)(=O)C>[F:20][C:19]([F:21])([F:22])[C:15]1[CH:16]=[CH:17][CH:18]=[C:13]([C:11]2[N:3]3[N:4]=[CH:5][CH:6]=[C:2]3[N:1]=[CH:9][CH:10]=2)[CH:14]=1 |f:1.2,^1:6|. Reported procedure: A mixture of 0.83 g. of 3-aminopyrazole and 2.38 g. of 3-hydroxy-3'-(trifluoromethyl)acrylophenone sodium salt is 25 ml. of glacial acetic acid is refluxed for 15 hours and then concentrated to dryness. The residue is treated as described in Example 1, giving the desired product, m.p. 104°-106° C. Reactants: CC1(NC2=CC=C(C=C2C(=C1)C)OS(=O)(=O)C(F)(F)F)C (Trifluoromethanesulfonic acid 2,2,4-trimethyl-1,2-dihydroquinolin-6-yl ester), C1=CC=C(C=2OC3=C(C21)C=CC=C3)B(O)O (4-dibenzofuranboronic acid), C(C=C)S (allyl mercaptan). Yields the product C(C=C)SCC1=CC(NC2=CC=C(C=C12)C1=CC=CC2=C1OC1=C2C=CC=C1)(C)C (4-Allylsulfanylmethyl-6-dibenzofuran-4-yl-2,2-dimethyl-1,2-dihydroquinoline). Reaction SMILES: [CH3:1][C:2]1([CH3:21])[CH:11]=[C:10]([CH3:12])[C:9]2[C:4](=[CH:5][CH:6]=[C:7](OS(C(F)(F)F)(=O)=O)[CH:8]=2)[NH:3]1.[CH:22]1[C:30]2[C:29]3[CH:31]=[CH:32][CH:33]=[CH:34][C:28]=3[O:27][C:26]=2[C:25](B(O)O)=[CH:24][CH:23]=1.[CH2:38]([SH:41])[CH:39]=[CH2:40]>>[CH2:38]([S:41][CH2:12][C:10]1[C:9]2[C:4](=[CH:5][CH:6]=[C:7]([C:25]3[C:26]4[O:27][C:28]5[CH:34]=[CH:33][CH:32]=[CH:31][C:29]=5[C:30]=4[CH:22]=[CH:23][CH:24]=3)[CH:8]=2)[NH:3][C:2]([CH3:1])([CH3:21])[CH:11]=1)[CH:39]=[CH2:40]. Procedure: Trifluoromethanesulfonic acid 2,2,4-trimethyl-1,2-dihydroquinolin-6-yl ester was coupled with 4-dibenzofuranboronic acid. Bromination and coupling reaction with allyl mercaptan gave 52 mg of the title compound. Starting materials: Cl (hydrogen chloride), ClC1=NC=NC2=CC(=C(C=C12)OC)OCCSC (4-chloro-6-methoxy-7-(2-methylthioethoxy)quinazoline), FC1=C(N)C=C(C(=C1)C)O (2-fluoro-5-hydroxy-4-methylaniline). Run in C(C)(C)O (isopropanol), CC(=O)C (acetone). The product is FC1=C(NC2=NC=NC3=CC(=C(C=C23)OC)OCCSC)C=C(C(=C1)C)O (4-(2-fluoro-5-hydroxy-4-methylanilino)-6-methoxy-7-(2-methylthioethoxy)quinazoline). The yield is 53.2%. As a reaction SMILES: Cl.Cl[C:3]1[C:12]2[C:7](=[CH:8][C:9]([O:15][CH2:16][CH2:17][S:18][CH3:19])=[C:10]([O:13][CH3:14])[CH:11]=2)[N:6]=[CH:5][N:4]=1.[F:20][C:21]1[CH:27]=[C:26]([CH3:28])[C:25]([OH:29])=[CH:24][C:22]=1[NH2:23]>C(O)(C)C.CC(C)=O>[F:20][C:21]1[CH:27]=[C:26]([CH3:28])[C:25]([OH:29])=[CH:24][C:22]=1[NH:23][C:3]1[C:12]2[C:7](=[CH:8][C:9]([O:15][CH2:16][CH2:17][S:18][CH3:19])=[C:10]([O:13][CH3:14])[CH:11]=2)[N:6]=[CH:5][N:4]=1. Reported procedure: 1M Ethereal hydrogen chloride (3.1 ml, 3.1 mmol) was added to 4-chloro-6-methoxy-7-(2-methylthioethoxy)quinazoline (0.8 g, 2.8 mmol) and 2-fluoro-5-hydroxy-4-methylaniline (0.44 g, 3.12 mmol), (prepared as described for the starting material in Example 8), in isopropanol (25 ml). The mixture was heated at reflux for 2 hours, then allowed to cool. The resulting suspension was diluted with acetone and the precipitate collected by filtration and purified by column chromatography eluting with methyl... The reactants are crude product, C(C)(C)(C)OC(NC1=C(C=C(C(=C1)C)C(F)(F)F)N)=O ((2-amino-5-methyl-4-trifluoromethyl-phenyl)-carbamic acid tert-butyl ester), C(C)(C)(C)OC(CC(=O)C1=CC(=CC=C1)C1=NC(=NC(=C1)C)N)=O (3-[3-(2-amino-6-methyl-pyrimidin-4-yl)-phenyl]-3-oxo-propionic acid tert-butyl ester). Yields the product NC1=NC(=CC(=N1)C=1C=C(C=CC1)C1=NC2=C(NC(C1)=O)C=C(C(=C2)C)C(F)(F)F)C (4-[3-(2-Amino-6-methyl-pyrimidin-4-yl)-phenyl]-7-methyl-8-trifluoromethyl-1,3-dihydro-benzo[b][1,4]diazepin-2-one), solid. RXN SMILES: C(OC(=O)[NH:7][C:8]1[CH:13]=[C:12]([CH3:14])[C:11]([C:15]([F:18])([F:17])[F:16])=[CH:10][C:9]=1[NH2:19])(C)(C)C.C(O[C:26](=[O:44])[CH2:27][C:28]([C:30]1[CH:35]=[CH:34][CH:33]=[C:32]([C:36]2[CH:41]=[C:40]([CH3:42])[N:39]=[C:38]([NH2:43])[N:37]=2)[CH:31]=1)=O)(C)(C)C>>[NH2:43][C:38]1[N:37]=[C:36]([C:32]2[CH:31]=[C:30]([C:28]3[CH2:27][C:26](=[O:44])[NH:19][C:9]4[CH:10]=[C:11]([C:15]([F:16])([F:17])[F:18])[C:12]([CH3:14])=[CH:13][C:8]=4[N:7]=3)[CH:35]=[CH:34][CH:33]=2)[CH:41]=[C:40]([CH3:42])[N:39]=1. Procedure details: The title compound was prepared from (2-amino-5-methyl-4-trifluoromethyl-phenyl)-carbamic acid tert-butyl ester (Example J20) (145 mg, 0.5 mmol) and 3-[3-(2-amino-6-methyl-pyrimidin-4-yl)-phenyl]-3-oxo-propionic acid tert-butyl ester (Example K45) (180 mg, 0.55 mmol) according to the general procedure M and subsequent treatment of the crude product according to the general procedure N. Obtained as a light yellow solid (64 mg). Reactants: [Na+], C1COCCO1, [OH-], CCCC(CCC)N1CCc2c(C(=O)OC)cc(-c3ncco3)cc2C1=O. Product: CCCC(CCC)N1CCc2c(C(=O)O)cc(-c3ncco3)cc2C1=O. RXN SMILES: [Na+:29].[O:30]1[CH2:31][CH2:32][O:33][CH2:34][CH2:35]1.[OH-:28].[o:1]1[c:2](-[c:6]2[cH:7][c:8]([C:24](=[O:25])[O:26][CH3:27])[c:9]3[c:14]([cH:15]2)[C:13](=[O:16])[N:12]([CH:17]([CH2:18][CH2:19][CH3:20])[CH2:21][CH2:22][CH3:23])[CH2:11][CH2:10]3)[n:3][cH:4][cH:5]1>>[o:1]1[c:2](-[c:6]2[cH:7][c:8]([C:24](=[O:25])[OH:26])[c:9]3[c:14]([cH:15]2)[C:13](=[O:16])[N:12]([CH:17]([CH2:18][CH2:19][CH3:20])[CH2:21][CH2:22][CH3:23])[CH2:11][CH2:10]3)[n:3][cH:4][cH:5]1. Reactants: CC(=O)N1CCc2ccccc2C1Cc1ccccc1N, Cc1ccc(C)cc1, [Cl-], [Cl-], [Cl-], [Cl-], [Ti+4]. The product is CC1=Nc2ccccc2CC2c3ccccc3CCN12. RXN SMILES: [C:1]([CH3:2])(=[O:3])[N:4]1[CH:5]([CH2:14][c:15]2[c:16]([NH2:21])[cH:17][cH:18][cH:19][cH:20]2)[c:6]2[cH:7][cH:8][cH:9][cH:10][c:11]2[CH2:12][CH2:13]1.[CH3:27][c:28]1[cH:29][cH:30][c:31]([CH3:32])[cH:33][cH:34]1.[Cl-:22].[Cl-:23].[Cl-:24].[Cl-:25].[Ti+4:26]>>[C:1]1([CH3:2])=[N:21][c:16]2[c:15]([cH:20][cH:19][cH:18][cH:17]2)[CH2:14][CH:5]2[N:4]1[CH2:13][CH2:12][c:11]1[c:6]2[cH:7][cH:8][cH:9][cH:10]1.